This data is from the Open Reaction Database (ORD), a public repository of structured organic reaction records. The task is: describe an organic reaction: reactants, conditions, products, and yield Starting materials: BrC=1SC(=CC1C(=O)Cl)C (2-Bromo-5-methyl-3-thiophenecarbonyl chloride), BrC=1SC(=CC1C(=O)O)C (2-bromo-5-methyl-3-thiophenecarboxylic acid), S(=O)(Cl)Cl (thionyl chloride), NC1=C(C=C(C=C1)OC)O (2-amino-5-methoxyphenol). Solvent: C1(=CC=CC=C1)C (toluene), N1=CC=CC=C1 (pyridine), C1(=CC=CC=C1)C (toluene). Run at time 2.5 hour. The product is OC1=C(C=CC(=C1)OC)NC(=O)C1=C(SC(=C1)C)Br (N-(2-hydroxy-4-methoxyphenyl)-2-bromo-5-methyl-3-thiophenecarboxamide). Isolated yield 56.5%. RXN SMILES: [Br:1][C:2]1[S:3][C:4]([CH3:10])=[CH:5][C:6]=1[C:7](Cl)=[O:8].BrC1SC(C)=CC=1C(O)=O.S(Cl)(Cl)=O.[NH2:25][C:26]1[CH:31]=[CH:30][C:29]([O:32][CH3:33])=[CH:28][C:27]=1[OH:34]>C1(C)C=CC=CC=1.N1C=CC=CC=1>[OH:34][C:27]1[CH:28]=[C:29]([O:32][CH3:33])[CH:30]=[CH:31][C:26]=1[NH:25][C:7]([C:6]1[CH:5]=[C:4]([CH3:10])[S:3][C:2]=1[Br:1])=[O:8]. Procedure: 2-Bromo-5-methyl-3-thiophenecarbonyl chloride (2.6 g), prepared in the same manner as above from 2-bromo-5-methyl-3-thiophenecarboxylic acid and thionyl chloride, was suspended in toluene (20 ml). This toluene solution was added dropwise to a solution of 2-amino-5-methoxyphenol (2.0 g) in pyridine (50 ml) at 0° C. The mixture was stirred at room temperature for 2.5 hours and the solvent was evaporated under reduced pressure. The precipitated crystals were collected by filtration, and washed with...